Dataset: the Open Reaction Database (ORD), a public repository of structured organic reaction records. Task: describe an organic reaction: reactants, conditions, products, and yield The yield is 90.0%. Reaction SMILES: C[Si](C)(C)[N-][Si](C)(C)C.[K+].[C:11]1(C)[CH:16]=C[CH:14]=[CH:13][CH:12]=1.[Br-].[Cl:19][C:20]1[CH:29]=[C:28]2[C:23]([CH:24]=[CH:25][C:26]([CH2:30][O:31][C:32]3[CH:33]=[C:34]([CH2:38][P+](C4C=CC=CC=4)(C4C=CC=CC=4)C4C=CC=CC=4)[CH:35]=[CH:36][CH:37]=3)=[N:27]2)=[CH:22][CH:21]=1.[CH2:58]1[CH2:62][O:61][CH2:60][CH2:59]1>>[Cl:19][C:20]1[CH:29]=[C:28]2[C:23]([CH:24]=[CH:25][C:26]([CH2:30][O:31][C:32]3[CH:33]=[C:34]([CH:38]=[CH:14][CH2:13][C:12]4[CH:11]=[CH:16][CH:60]=[CH:59][C:58]=4[CH2:62][OH:61])[CH:35]=[CH:36][CH:37]=3)=[N:27]2)=[CH:22][CH:21]=1 |f:0.1,3.4|. Conditions: temperature 0 celsius, time 30 minute. Starting materials: 1H-3-hydroxy-3,4-dihydrobenzo(c)pyran, C1CCOC1 (THF), C[Si]([N-][Si](C)(C)C)(C)C.[K+] (KHMDS), C1(=CC=CC=C1)C (toluene), [Br-].ClC1=CC=C2C=CC(=NC2=C1)COC=1C=C(C=CC1)C[P+](C1=CC=CC=C1)(C1=CC=CC=C1)C1=CC=CC=C1 (((3-((7-chloro-2-quinolinyl)methoxy)phenyl)methyl)triphenylphosphonium bromide), C1CCOC1 (THF), NH4OAc. Yields the product ClC1=CC=C2C=CC(=NC2=C1)COC=1C=C(C=CC1)C=CCC1=C(C=CC=C1)CO (2-(3-(3-((7-chloro-2-quinolinyl)methoxy)phenyl)-2-propenyl)benzenemethanol). Reported procedure: At -10° C., a solution of 0.65M KHMDS (potassium hexamethyldisilazide) in toluene (21 mL, 13.65 mmol) was added dropwise to a suspension of the phosphonium salt of Step 4 (8.457 g, 13.53 mmol) in THF (70 mL) and the mixture was stirred at 0° C. for 30 min. At -78° C., a solution of 1H-3-hydroxy-3,4-dihydrobenzo(c)pyran (1.141 g, 7.60 mmol) in THF (14 mL) was added slowly. The mixture was allowed to warm to r.t. and was stirred for a further 3 hours. Aqueous NH4OAc 25% was added and the products ... Starting materials: BrCCOc1ccccc1, O=C([O-])[O-], [K+], [K+], COc1cc(C(=O)NCc2ccc(-c3noc(C)n3)cc2N)cc(OC)c1C, CN(C)C=O. Product: COc1cc(C(=O)NCc2ccc(-c3noc(C)n3)cc2NCCOc2ccccc2)cc(OC)c1C. Reaction SMILES: [Br:35][CH2:36][CH2:37][O:38][c:39]1[cH:40][cH:41][cH:42][cH:43][cH:44]1.[C:29](=[O:30])([O-:31])[O-:32].[K+:33].[K+:34].[NH2:1][c:2]1[c:3]([CH2:4][NH:5][C:6]([c:7]2[cH:8][c:9]([O:16][CH3:17])[c:10]([CH3:15])[c:11]([O:13][CH3:14])[cH:12]2)=[O:18])[cH:19][cH:20][c:21](-[c:23]2[n:24][o:25][c:26]([CH3:28])[n:27]2)[cH:22]1.[O:45]=[CH:46][N:47]([CH3:48])[CH3:49]>>[NH:1]([c:2]1[c:3]([CH2:4][NH:5][C:6]([c:7]2[cH:8][c:9]([O:16][CH3:17])[c:10]([CH3:15])[c:11]([O:13][CH3:14])[cH:12]2)=[O:18])[cH:19][cH:20][c:21](-[c:23]2[n:24][o:25][c:26]([CH3:28])[n:27]2)[cH:22]1)[CH2:36][CH2:37][O:38][c:39]1[cH:40][cH:41][cH:42][cH:43][cH:44]1. The reactants are Cl (hydrogen chloride), C([O-])(O)=O.[Na+] (Sodium bicarbonate), ClCCN1C=NC=C1 (1-(2-chloroethyl)imidazole), C1(=CC=CC=C1)CCCC1CCNCC1 (4-(3-phenylpropyl)piperidine). The solvent is industrial methylated spirits, CCOCC (ether). Product: O.Cl.Cl.N1(C=NC=C1)CCN1CCC(CC1)CCCC1=CC=CC=C1 (1-[2-(imidazol-1-yl)ethyl]-4-(3-phenylpropyl)piperidine, dihydrochloride monohydrate). Reaction SMILES: C(=O)(O)[O-:2].[Na+].[Cl:6][CH2:7][CH2:8][N:9]1[CH:13]=[CH:12][N:11]=[CH:10]1.[C:14]1([CH2:20][CH2:21][CH2:22][CH:23]2[CH2:28][CH2:27][NH:26][CH2:25][CH2:24]2)[CH:19]=[CH:18][CH:17]=[CH:16][CH:15]=1.[ClH:29]>CCOCC>[OH2:2].[ClH:6].[ClH:29].[N:9]1([CH2:8][CH2:7][N:26]2[CH2:27][CH2:28][CH:23]([CH2:22][CH2:21][CH2:20][C:14]3[CH:15]=[CH:16][CH:17]=[CH:18][CH:19]=3)[CH2:24][CH2:25]2)[CH:13]=[CH:12][N:11]=[CH:10]1 |f:0.1,6.7.8.9|. Reported procedure: Sodium bicarbonate (2.9 g) was added to a solution of 1-(2-chloroethyl)imidazole (4.0 g) and 4-(3-phenylpropyl)piperidine (6.2 g) in industrial methylated spirits (100 ml) and the reaction mixture heated under reflux for 96 hours. The reaction mixture was then filtered and the filtrate concentrated to give an oil, which was purified by flash chromatography eluting with ethylacetate/methanol/triethylamine (88:10:2). The solid obtained was dissolved in ether, ethereal hydrogen chloride acid was ad... Reactants: C(C1=CC=CC=C1)NN1C=CC2=NC=C(C=C21)C=2C=NN(C2)C2CCN(CC2)C(=O)OC(C)(C)C (tert-butyl 4-{4-[1-(benzylamino)-1H-pyrrolo[3,2-b]pyridin-6-yl]-1H-pyrazol-1-yl}piperidine-1-carboxylate), Cl (HCl). Run in CO (MeOH). The product is C(C1=CC=CC=C1)NN1C=CC2=NC=C(C=C21)C=2C=NN(C2)C2CCNCC2 (N-benzyl-6-[1-(piperidin-4-yl)-1H-pyrazol-4-yl]-1H-pyrrolo[3,2-b]pyridin-1-amine). The yield is 50.7%. As a reaction SMILES: [CH2:1]([NH:8][N:9]1[C:17]2[C:12](=[N:13][CH:14]=[C:15]([C:18]3[CH:19]=[N:20][N:21]([CH:23]4[CH2:28][CH2:27][N:26](C(OC(C)(C)C)=O)[CH2:25][CH2:24]4)[CH:22]=3)[CH:16]=2)[CH:11]=[CH:10]1)[C:2]1[CH:7]=[CH:6][CH:5]=[CH:4][CH:3]=1.Cl>CO>[CH2:1]([NH:8][N:9]1[C:17]2[C:12](=[N:13][CH:14]=[C:15]([C:18]3[CH:19]=[N:20][N:21]([CH:23]4[CH2:28][CH2:27][NH:26][CH2:25][CH2:24]4)[CH:22]=3)[CH:16]=2)[CH:11]=[CH:10]1)[C:2]1[CH:3]=[CH:4][CH:5]=[CH:6][CH:7]=1. Procedure: A solution of tert-butyl 4-{4-[1-(benzylamino)-1H-pyrrolo[3,2-b]pyridin-6-yl]-1H-pyrazol-1-yl}piperidine-1-carboxylate (25 mg, 0.053 mmol) in MeOH (0.3 mL) was treated with HCl (4.0M solution in dioxane, 1.5 mL) at room temperature for 30 min. Solvents were evaporated and the residue was diluted with aq. NaHCO3, extracted with ethyl acetate. The organic layer was dried, filtered and evaporated to give a white solid (10 mg, yield 51%). Reactants: CS(=O)(=O)Cl, Cc1cnc(N2CCN(c3ccc(N)cc3)CC2)n1C. Yields the product Cc1cnc(N2CCN(c3ccc(NS(C)(=O)=O)cc3)CC2)n1C. RXN SMILES: [CH3:21][S:22](=[O:23])(=[O:24])[Cl:25].[NH2:1][c:2]1[cH:3][cH:4][c:5]([N:8]2[CH2:9][CH2:10][N:11]([c:14]3[n:15]([CH3:20])[c:16]([CH3:19])[cH:17][n:18]3)[CH2:12][CH2:13]2)[cH:6][cH:7]1>>[NH:1]([c:2]1[cH:3][cH:4][c:5]([N:8]2[CH2:9][CH2:10][N:11]([c:14]3[n:15]([CH3:20])[c:16]([CH3:19])[cH:17][n:18]3)[CH2:12][CH2:13]2)[cH:6][cH:7]1)[S:22]([CH3:21])(=[O:23])=[O:24]. Starting materials: ClC=1C=C(OCCNC(C)C)C=C(C1)Cl (2-(3,5-dichlorophenoxy)-N-(1-methylethyl)ethanamine), C(=O)(Cl)Cl (phosgene), C1=CC=CC=C1 (benzene), CN(C1=CC=CC2=CC=CC(=C12)N(C)C)C (1,8-bis(dimethylamino)naphthalene). Run in solution, C(Cl)Cl (methylene chloride). Product: ClC=1C=C(OCCN(C(=O)Cl)C(C)C)C=C(C1)Cl (N-[2-(3,5-Dichlorophenoxy)ethyl]-N-(1-methylethyl)carbamic chloride). RXN SMILES: [Cl:1][C:2]1[CH:3]=[C:4]([CH:12]=[C:13]([Cl:15])[CH:14]=1)[O:5][CH2:6][CH2:7][NH:8][CH:9]([CH3:11])[CH3:10].[C:16](Cl)([Cl:18])=[O:17].C1C=CC=CC=1.CN(C)C1C2C(=CC=CC=2N(C)C)C=CC=1>C(Cl)Cl>[Cl:1][C:2]1[CH:3]=[C:4]([CH:12]=[C:13]([Cl:15])[CH:14]=1)[O:5][CH2:6][CH2:7][N:8]([CH:9]([CH3:11])[CH3:10])[C:16]([Cl:18])=[O:17]. Procedure: A solution of 4.53 g (0.018 mole) of 2-(3,5-dichlorophenoxy)-N-(1-methylethyl)ethanamine (oil obtained in Preparation 1), 3.92 g (0.040 moles) phosgene in 21 ml solution of benzene and 3.92 g (0.018 mole) of 1,8-bis(dimethylamino)naphthalene (proton sponge) in 200 ml of methylene chloride was stirred overnight at room temperature. The reaction mixture was extracted with 1N sulfuric acid and the methylene chloride layer thereafter dried over sodium sulfate-sodium carbonate. Evaporation of solvent... The reactants are c1ccc(CN2CCNCC2)cc1, CC(=O)O, Cc1cc(Cl)ccn1. Product: Cc1cc(N2CCN(Cc3ccccc3)CC2)ccn1. RXN SMILES: [CH2:1]([c:2]1[cH:3][cH:4][cH:5][cH:6][cH:7]1)[N:8]1[CH2:9][CH2:10][NH:11][CH2:12][CH2:13]1.[CH3:22][C:23](=[O:24])[OH:25].[Cl:14][c:15]1[cH:16][c:17]([CH3:21])[n:18][cH:19][cH:20]1>>[CH2:1]([c:2]1[cH:3][cH:4][cH:5][cH:6][cH:7]1)[N:8]1[CH2:9][CH2:10][N:11]([c:15]2[cH:16][c:17]([CH3:21])[n:18][cH:19][cH:20]2)[CH2:12][CH2:13]1. The reactants are CCOC(C)=O, ClCCl, [N-]=[N+]=[N-], [Na+], [Na+], O=C([O-])O, C=CCC(O)c1cnc2c(ccn2S(=O)(=O)c2ccc(C)cc2)n1, O=S(Cl)Cl. Product: C=CCC(N=[N+]=[N-])c1cnc2c(ccn2S(=O)(=O)c2ccc(C)cc2)n1. As a reaction SMILES: [CH3:41][CH2:42][O:43][C:44]([CH3:45])=[O:46].[Cl:38][CH2:39][Cl:40].[N-:35]=[N+:36]=[N-:37].[Na+:33].[Na+:34].[O-:29][C:30]([OH:31])=[O:32].[S:1](=[O:2])(=[O:3])([c:4]1[cH:5][cH:6][c:7]([CH3:8])[cH:9][cH:10]1)[n:11]1[cH:12][cH:13][c:14]2[c:15]1[n:16][cH:17][c:18]([CH:20]([CH2:21][CH:22]=[CH2:23])[OH:24])[n:19]2.[S:25]([Cl:26])([Cl:27])=[O:28]>>[S:1](=[O:2])(=[O:3])([c:4]1[cH:5][cH:6][c:7]([CH3:8])[cH:9][cH:10]1)[n:11]1[cH:12][cH:13][c:14]2[c:15]1[n:16][cH:17][c:18]([CH:20]([CH2:21][CH:22]=[CH2:23])[N:35]=[N+:36]=[N-:37])[n:19]2. The reactants are [H-].[Na+] (sodium hydride), O (water), OCC(CO)CCCCCOCOCCOC (2-hydroxymethyl-7-(2-methoxyethoxy)methoxy-1-heptanol), C(C1=CC=CC=C1)Br (benzyl bromide). Product: C(C1=CC=CC=C1)OCC(CO)CCCCCOCOCCOC ((2RS)-2-Benzyloxymethyl-7-(2-methoxyethoxy)methoxy-1-heptanol). Procedure: A solution of 3.06 g of 2-hydroxymethyl-7-(2-methoxyethoxy)methoxy-1-heptanol (prepared as described in Preparation 80) dissolved in 20 ml of dimethylformamide was added dropwise to 587 mg of sodium hydride (as a 55% w/w dispersion in mineral oil) dispersed in 40 ml of dimethylformamide, whilst ice-cooling (at 5° to 7° C.). The mixture was then stirred at room temperature for 1 hour, after which 1.60 ml of benzyl bromide were added dropwise, whilst ice-cooling (at 5° to 7° C.) The reaction mixtu... Reaction SMILES: [OH:1][CH2:2][CH:3]([CH2:6][CH2:7][CH2:8][CH2:9][CH2:10][O:11][CH2:12][O:13][CH2:14][CH2:15][O:16][CH3:17])[CH2:4][OH:5].[H-].[Na+].[CH2:20](Br)[C:21]1[CH:26]=[CH:25][CH:24]=[CH:23][CH:22]=1.O>CN(C)C=O>[CH2:20]([O:5][CH2:4][CH:3]([CH2:6][CH2:7][CH2:8][CH2:9][CH2:10][O:11][CH2:12][O:13][CH2:14][CH2:15][O:16][CH3:17])[CH2:2][OH:1])[C:21]1[CH:26]=[CH:25][CH:24]=[CH:23][CH:22]=1 |f:1.2|. The solvent is CN(C=O)C (dimethylformamide), CN(C=O)C (dimethylformamide). Run at time 1 hour.